describe an organic reaction: reactants, conditions, products, and yield From a dataset of the Open Reaction Database (ORD), a public repository of structured organic reaction records. Starting materials: ClC1=C(C(=O)O)C=CC=C1 (2-chlorobenzoic acid), C1(CC1)C1=CC=C(C=N1)C(CN)CC1(CC1)C(F)(F)F (2-(6-cyclopropyl-pyridin-3-yl)-3-(1-trifluoromethyl-cyclopropyl)-propylamine). The product is ClC1=C(C(=O)NCC(CC2(CC2)C(F)(F)F)C=2C=NC(=CC2)C2CC2)C=CC=C1 (2-Chloro-N-[2-(6-cyclopropyl-3-pyridyl)-3-[1-(trifluoromethyl)cyclopropyl]propyl]benzamide). Reaction SMILES: [Cl:1][C:2]1[CH:10]=[CH:9][CH:8]=[CH:7][C:3]=1[C:4]([OH:6])=O.[CH:11]1([C:14]2[N:19]=[CH:18][C:17]([CH:20]([CH2:23][C:24]3([C:27]([F:30])([F:29])[F:28])[CH2:26][CH2:25]3)[CH2:21][NH2:22])=[CH:16][CH:15]=2)[CH2:13][CH2:12]1>>[Cl:1][C:2]1[CH:10]=[CH:9][CH:8]=[CH:7][C:3]=1[C:4]([NH:22][CH2:21][CH:20]([C:17]1[CH:18]=[N:19][C:14]([CH:11]2[CH2:12][CH2:13]2)=[CH:15][CH:16]=1)[CH2:23][C:24]1([C:27]([F:28])([F:29])[F:30])[CH2:26][CH2:25]1)=[O:6]. Procedure details: From 2-chlorobenzoic acid and 2-(6-cyclopropyl-pyridin-3-yl)-3-(1-trifluoromethyl-cyclopropyl)-propylamine. LCMS (MH+): m/z=423.1, tR (minutes, Method G)=2.04 Reactants: S1C(=NC2=C1C=CC=C2)N2[C@@H](CCCC2)C(=O)O ((2S)-1-(1,3-benzothiazol-2-yl)-2-piperidinecarboxylic acid), N1=CC(=CC=C1)CN1C[C@H](CC1)N ((3S)-1-(3-pyridinylmethyl)pyrrolidine-3-amine). The reagents and catalysts are CN(C1=CC=NC=C1)C (4-dimethylaminopyridine). Product: title compound, S1C(=NC2=C1C=CC=C2)N2[C@@H](CCCC2)C(=O)N[C@@H]2CN(CC2)CC=2C=NC=CC2 ((2S)-1-(1,3-benzothiazol-2-yl)-N-[(3S)-1-(3-pyridinylmethyl)pyrrolidin-3-yl]-2-piperidinecarboxamide). As a reaction SMILES: [S:1]1[C:5]2[CH:6]=[CH:7][CH:8]=[CH:9][C:4]=2[N:3]=[C:2]1[N:10]1[CH2:15][CH2:14][CH2:13][CH2:12][C@H:11]1[C:16]([OH:18])=O.[N:19]1[CH:24]=[CH:23][CH:22]=[C:21]([CH2:25][N:26]2[CH2:30][CH2:29][C@H:28]([NH2:31])[CH2:27]2)[CH:20]=1>CN(C)C1C=CN=CC=1>[S:1]1[C:5]2[CH:6]=[CH:7][CH:8]=[CH:9][C:4]=2[N:3]=[C:2]1[N:10]1[CH2:15][CH2:14][CH2:13][CH2:12][C@H:11]1[C:16]([NH:31][C@H:28]1[CH2:29][CH2:30][N:26]([CH2:25][C:21]2[CH:20]=[N:19][CH:24]=[CH:23][CH:22]=2)[CH2:27]1)=[O:18]. Procedure: The title compound was prepared by a similar method to Example 1, excepting that a catalytic amount of 4-dimethylaminopyridine was also used, from (2S)-1-(1,3-benzothiazol-2-yl)-2-piperidinecarboxylic acid [see Preparation 43] and (3S)-1-(3-pyridinylmethyl)pyrrolidine-3-amine [see Preparation 41] to afford (2S)-1-(1,3-benzothiazol-2-yl)-N-[(3S)-1-(3-pyridinylmethyl)pyrrolidin-3-yl]-2-piperidinecarboxamide as a white solid. The reactants are C1CCOC1, CCOC(=O)CC1CCc2cc(OCCCOc3ccc4c(ccn4C)c3)ccc21, [Li+], [OH-], O, O. The product is Cn1ccc2cc(OCCCOc3ccc4c(c3)CCC4CC(=O)O)ccc21. As a reaction SMILES: [CH2:34]1[O:35][CH2:36][CH2:37][CH2:38]1.[CH3:1][n:2]1[cH:3][cH:4][c:5]2[cH:6][c:7]([O:11][CH2:12][CH2:13][CH2:14][O:15][c:16]3[cH:17][c:18]4[c:22]([cH:23][cH:24]3)[CH:21]([CH2:25][C:26](=[O:27])[O:28][CH2:29][CH3:30])[CH2:20][CH2:19]4)[cH:8][cH:9][c:10]12.[Li+:32].[OH-:31].[OH2:33].[OH2:39]>>[CH3:1][n:2]1[cH:3][cH:4][c:5]2[cH:6][c:7]([O:11][CH2:12][CH2:13][CH2:14][O:15][c:16]3[cH:17][c:18]4[c:22]([cH:23][cH:24]3)[CH:21]([CH2:25][C:26](=[O:27])[OH:28])[CH2:20][CH2:19]4)[cH:8][cH:9][c:10]12. Starting materials: [BH4-], CCO, CN(C)C=O, Cl, O=C1CCCc2oc3c([N+](=O)[O-])cccc3c21, [Na+], O. Product: O=[N+]([O-])c1cccc2c3c(oc12)CCCC3O. Reaction SMILES: [BH4-:1].[CH3:21][CH2:22][OH:23].[CH3:24][N:25]([CH3:26])[CH:27]=[O:28].[ClH:20].[N+:3](=[O:4])([O-:5])[c:6]1[cH:7][cH:8][cH:9][c:10]2[c:11]3[c:12]([o:13][c:14]12)[CH2:15][CH2:16][CH2:17][C:18]3=[O:19].[Na+:2].[OH2:29]>>[N+:3](=[O:4])([O-:5])[c:6]1[cH:7][cH:8][cH:9][c:10]2[c:11]3[c:12]([o:13][c:14]12)[CH2:15][CH2:16][CH2:17][CH:18]3[OH:19].